From a dataset of the Open Reaction Database (ORD), a public repository of structured organic reaction records. describe an organic reaction: reactants, conditions, products, and yield Reactants: O (water), FC1=CC(=C(C(=O)OC)C=C1)O (methyl 4-fluoro-2-hydroxybenzoate), BrC1=NC(=CC(=C1)[N+](=O)[O-])Br (2,6-dibromo-4-nitropyridine), C([O-])([O-])=O.[Cs+].[Cs+] (cesium carbonate). The solvent is CN(C=O)C (N,N-dimethylformamide). Product: COC(C1=C(C=C(C=C1)F)OC1=CC(=NC(=C1)Br)Br)=O (2-(2,6-Dibromo-pyridin-4-yloxy)-4-fluoro-benzoic acid methyl ester). As a reaction SMILES: [F:1][C:2]1[CH:11]=[CH:10][C:5]([C:6]([O:8][CH3:9])=[O:7])=[C:4]([OH:12])[CH:3]=1.[Br:13][C:14]1[CH:19]=[C:18]([N+]([O-])=O)[CH:17]=[C:16]([Br:23])[N:15]=1.C(=O)([O-])[O-].[Cs+].[Cs+].O>CN(C)C=O>[CH3:9][O:8][C:6](=[O:7])[C:5]1[CH:10]=[CH:11][C:2]([F:1])=[CH:3][C:4]=1[O:12][C:18]1[CH:17]=[C:16]([Br:23])[N:15]=[C:14]([Br:13])[CH:19]=1 |f:2.3.4|. Reported procedure: A solution of methyl 4-fluoro-2-hydroxybenzoate (2.00 g), 2,6-dibromo-4-nitropyridine (3.65 g), and cesium carbonate (4.21 g) in N,N-dimethylformamide (100 mL) was heated to 55° C. for 16 hours, cooled, added to water, and extracted with 50% ethyl acetate in hexanes. The organic extract was washed with brine, dried over anhydrous sodium sulfate, filtered, concentrated and purified by flash column chromatography on silica gel using 30-50% ethyl acetate in hexanes. Reactants: BrCc1ccccc1, CCCc1cc(Br)ccc1O, O=C([O-])[O-], CC(C)=O, [K+], [K+]. The product is CCCc1cc(Br)ccc1OCc1ccccc1. Reaction SMILES: [Br:12][CH2:13][c:14]1[cH:15][cH:16][cH:17][cH:18][cH:19]1.[Br:1][c:2]1[cH:3][c:4]([CH2:9][CH2:10][CH3:11])[c:5]([OH:8])[cH:6][cH:7]1.[C:20](=[O:21])([O-:22])[O-:23].[CH3:26][C:27](=[O:28])[CH3:29].[K+:24].[K+:25]>>[Br:1][c:2]1[cH:3][c:4]([CH2:9][CH2:10][CH3:11])[c:5]([O:8][CH2:13][c:14]2[cH:15][cH:16][cH:17][cH:18][cH:19]2)[cH:6][cH:7]1. Procedure details: In a similar manner to Example 63, (2S,4S)-1-[[N-(4-carboxybicyclo[2.2.2]oct-1-yl)amino]acetyl]-4-fluoropyrrolidine-2-carbonitrile (50.0 mg) and 2-fluoroaniline (38.0 mg) were used to obtain (2S,4S)-4-fluoro-1-[[N-[4-[N-(2-fluorophenyl)amino]carbonylbicyclo[2.2.2]oct-1-yl]amino]acetyl]pyrrolidine-2-carbonitrile (15.2 mg). The reactants are C(=O)(O)C12CCC(CC1)(CC2)NCC(=O)N2[C@@H](C[C@@H](C2)F)C#N ((2S,4S)-1-[[N-(4-carboxybicyclo[2.2.2]oct-1-yl)amino]acetyl]-4-fluoropyrrolidine-2-carbonitrile), FC1=C(N)C=CC=C1 (2-fluoroaniline). As a reaction SMILES: [C:1]([C:4]12[CH2:11][CH2:10][C:7]([NH:12][CH2:13][C:14]([N:16]3[CH2:20][C@@H:19]([F:21])[CH2:18][C@H:17]3[C:22]#[N:23])=[O:15])([CH2:8][CH2:9]1)[CH2:6][CH2:5]2)(O)=[O:2].[F:24][C:25]1[CH:31]=[CH:30][CH:29]=[CH:28][C:26]=1[NH2:27]>>[F:21][C@@H:19]1[CH2:20][N:16]([C:14](=[O:15])[CH2:13][NH:12][C:7]23[CH2:8][CH2:9][C:4]([C:1]([NH:27][C:26]4[CH:28]=[CH:29][CH:30]=[CH:31][C:25]=4[F:24])=[O:2])([CH2:5][CH2:6]2)[CH2:11][CH2:10]3)[C@H:17]([C:22]#[N:23])[CH2:18]1. Product: F[C@H]1C[C@H](N(C1)C(CNC12CCC(CC1)(CC2)C(=O)NC2=C(C=CC=C2)F)=O)C#N ((2S,4S)-4-fluoro-1-[[N-[4-[N-(2-fluorophenyl)amino]carbonylbicyclo[2.2.2]oct-1-yl]amino]acetyl]pyrrolidine-2-carbonitrile). Isolated yield 23.6%. The reactants are BrCc1ccc2ccccc2c1, COC(=O)C(=O)c1ccc(O)cc1, CN(C)C=O, [H-], [Na+]. The product is COC(=O)C(=O)c1ccc(OCc2ccc3ccccc3c2)cc1. As a reaction SMILES: [Br:16][CH2:17][c:18]1[cH:19][c:20]2[cH:21][cH:22][cH:23][cH:24][c:25]2[cH:26][cH:27]1.[CH3:1][O:2][C:3]([C:4]([c:5]1[cH:6][cH:7][c:8]([OH:11])[cH:9][cH:10]1)=[O:12])=[O:13].[CH3:28][N:29]([CH3:30])[CH:31]=[O:32].[H-:14].[Na+:15]>>[CH3:1][O:2][C:3]([C:4]([c:5]1[cH:6][cH:7][c:8]([O:11][CH2:17][c:18]2[cH:19][c:20]3[cH:21][cH:22][cH:23][cH:24][c:25]3[cH:26][cH:27]2)[cH:9][cH:10]1)=[O:12])=[O:13]. The reactants are CNC, N#CCCN(c1cc(Nc2ccc(OCC3CO3)cc2)ncn1)c1cc(Cl)ccc1Cl, CN(C)C=O, O. The product is CN(C)CC(O)COc1ccc(Nc2cc(N(CCC#N)c3cc(Cl)ccc3Cl)ncn2)cc1. Reaction SMILES: [CH3:32][NH:33][CH3:34].[O:1]1[CH:2]([CH2:3][O:4][c:5]2[cH:6][cH:7][c:8]([NH:9][c:10]3[n:11][cH:12][n:13][c:14]([N:16]([c:17]4[c:18]([Cl:24])[cH:19][cH:20][c:21]([Cl:23])[cH:22]4)[CH2:25][CH2:26][C:27]#[N:28])[cH:15]3)[cH:29][cH:30]2)[CH2:31]1.[O:36]=[CH:37][N:38]([CH3:39])[CH3:40].[OH2:35]>>[OH:1][CH:2]([CH2:3][O:4][c:5]1[cH:6][cH:7][c:8]([NH:9][c:10]2[n:11][cH:12][n:13][c:14]([N:16]([c:17]3[c:18]([Cl:24])[cH:19][cH:20][c:21]([Cl:23])[cH:22]3)[CH2:25][CH2:26][C:27]#[N:28])[cH:15]2)[cH:29][cH:30]1)[CH2:31][N:33]([CH3:32])[CH3:34]. Starting materials: FC(CN=C(NC1=NC(=NC=C1)SCCCN)N)(F)F (4-[2-(2,2,2-trifluoroethyl)guanidino]-2-(3-aminopropylthio)pyrimidine), C(=O)OCC (ethyl formate). Solvent: CCO (EtOH). The product is FC(CN=C(NC1=NC(=NC=C1)SCCCNC=O)N)(F)F (N-[3-(4-[2-(2,2,2-trifluoroethyl)guanidino]pyrimid-2-ylthio)propyl]formamide). As a reaction SMILES: [F:1][C:2]([F:20])([F:19])[CH2:3][N:4]=[C:5]([NH2:18])[NH:6][C:7]1[CH:12]=[CH:11][N:10]=[C:9]([S:13][CH2:14][CH2:15][CH2:16][NH2:17])[N:8]=1.[CH:21](OCC)=[O:22]>CCO>[F:20][C:2]([F:1])([F:19])[CH2:3][N:4]=[C:5]([NH2:18])[NH:6][C:7]1[CH:12]=[CH:11][N:10]=[C:9]([S:13][CH2:14][CH2:15][CH2:16][NH:17][CH:21]=[O:22])[N:8]=1. Procedure: A mixture of 4-[2-(2,2,2-trifluoroethyl)guanidino]-2-(3-aminopropylthio)pyrimidine (0.3 g.), ethyl formate (5 ml.) and EtOH (2 ml.) was heated under reflux for 48 hours, then evaporated to dryness. The residue was dissolved in N aqueous HCl and the solution washed with EtOAc. The aqueous phase was basified with 10N aqueous NaOH, extracted with EtOAc and the extract dried and evaporated to dryness. The residue was recrystallised from EtOAc to give N-[3-(4-[2-(2,2,2-trifluoroethyl)guanidino]pyrimi... Reaction SMILES: [NH2:1][C:2]1[C:7]2=[C:8]([C:24]3[CH:29]=[C:28]([F:30])[C:27]([NH:31][C:32]([NH:34][C:35]4[CH:40]=[C:39]([C:41]([F:44])([F:43])[F:42])[CH:38]=[CH:37][C:36]=4[F:45])=[O:33])=[CH:26][C:25]=3[F:46])[CH:9]=[C:10]([CH:11]3[CH2:16][CH2:15][N:14](C(OC(C)(C)C)=O)[CH2:13][CH2:12]3)[N:6]2[N:5]=[CH:4][N:3]=1.C(O)(C(F)(F)F)=O.C(OCC)(=O)C>ClCCCl>[NH2:1][C:2]1[C:7]2=[C:8]([C:24]3[C:25]([F:46])=[CH:26][C:27]([NH:31][C:32]([NH:34][C:35]4[CH:40]=[C:39]([C:41]([F:43])([F:44])[F:42])[CH:38]=[CH:37][C:36]=4[F:45])=[O:33])=[C:28]([F:30])[CH:29]=3)[CH:9]=[C:10]([CH:11]3[CH2:12][CH2:13][NH:14][CH2:15][CH2:16]3)[N:6]2[N:5]=[CH:4][N:3]=1. Product: NC1=NC=NN2C1=C(C=C2C2CCNCC2)C2=CC(=C(C=C2F)NC(=O)NC2=C(C=CC(=C2)C(F)(F)F)F)F (N-[4-(4-amino-7-piperidin-4-ylpyrrolo[2,1-f][1,2,4]triazin-5-yl)-2,5-difluorophenyl]-N′-[2-fluoro-5-(trifluoromethyl)phenyl]urea). Run in ClCCCl (1,2-dichloroethane). Reported procedure: A suspension of Example 274 (498 mg, 0.77 mmol) in 10 mL 1,2-dichloroethane was treated with 3 mL TFA at rt. The reaction quickly became homogeneous and at 10 min no starting material remained by RP-HPLC. The reaction mixture was concentrated in vacuo, and the residue taken up again in fresh 1,2-dichloroethane and concentrated again; this was repeated 2 times. The residue was taken up in THF (5 mL) and EtOAc (35 mL) and washed with aq. sodium carbonate. The organic layer was dried with sodium su... Isolated yield 42.1%. Run at time 10 minute. Reactants: C(C)(=O)OCC (ethyl acetate), NC1=NC=NN2C1=C(C=C2C2CCN(CC2)C(=O)OC(C)(C)C)C2=C(C=C(C(=C2)F)NC(=O)NC2=C(C=CC(=C2)C(F)(F)F)F)F (tert-butyl 4-(4-amino-5-{2,5-difluoro-4-[({[2-fluoro-5-(trifluoromethyl)phenyl]amino}carbonyl)amino]phenyl}pyrrolo[2,1-f][1,2,4]triazin-7-yl)piperidine-1-carboxylate), C(=O)(C(F)(F)F)O (TFA). Reactants: N(=NC(=O)OCC)C(=O)OCC (diethyl azodicarboxylate), C(C)OC1(C[C@@H](N(CC1)[C@@H](C)C1=CC=CC=C1)CO)OCC (4,4-Diethoxy-1-((S)1-phenyl-ethyl)-(R)-2-hydroxymethyl-piperidine), C1(=CC=CC=C1)P(C1=CC=CC=C1)C1=CC=CC=C1 (triphenylphosphine), C1(C=2C(C(N1)=O)=CC=CC2)=O (phthalimide), petrol ether. Reported procedure: A solution of 4,4-Diethoxy-1-((S)1-phenyl-ethyl)-(R)-2-hydroxymethyl-piperidine (65.35 g, 0.213 mmol), triphenylphosphine (61.3 g, 0.234 mol) and phthalimide (34.4 g, 0.234 mol), in tetrahydrofuran (700 ml) cooled to 0° C. was added diethyl azodicarboxylate over the course of 1.5 hour. The reaction mixture was stirred at 0° C. for another 2 hours before the solvent was removed in vacuo. The residue was dissolved in hot heptane-toluene (3:2) (650 ml) before it was cooled on an ice bath. The preci... Isolated yield 72485.8%. Run in O1CCCC1 (tetrahydrofuran). Product: C(C)OC1(C[C@@H](N(CC1)[C@@H](C)C1=CC=CC=C1)CN1C(C=2C(C1=O)=CC=CC2)=O)OCC (4,4-Diethoxy-1-((S)-1-phenyl-ethyl)-(R)-2-phthalimidomethyl-piperidine). Conditions: temperature 0 celsius, time 2 hour. Reaction SMILES: [CH2:1]([O:3][C:4]1([O:20][CH2:21][CH3:22])[CH2:9][CH2:8][N:7]([C@H:10]([C:12]2[CH:17]=[CH:16][CH:15]=[CH:14][CH:13]=2)[CH3:11])[C@@H:6]([CH2:18]O)[CH2:5]1)[CH3:2].C1(P(C2C=CC=CC=2)C2C=CC=CC=2)C=CC=CC=1.[C:42]1(=[O:52])[NH:46][C:45](=[O:47])[C:44]2=[CH:48][CH:49]=[CH:50][CH:51]=[C:43]12.N(C(OCC)=O)=NC(OCC)=O>O1CCCC1>[CH2:21]([O:20][C:4]1([O:3][CH2:1][CH3:2])[CH2:9][CH2:8][N:7]([C@H:10]([C:12]2[CH:13]=[CH:14][CH:15]=[CH:16][CH:17]=2)[CH3:11])[C@@H:6]([CH2:18][N:46]2[C:42](=[O:52])[C:43]3=[CH:51][CH:50]=[CH:49][CH:48]=[C:44]3[C:45]2=[O:47])[CH2:5]1)[CH3:22]. Reactants: CCN(C(C)C)C(C)C, ClCCl, Cl, O=S(=O)(OS(=O)(=O)C(F)(F)F)C(F)(F)F, OCC(F)(F)F, O=C1c2ccccc2C(=O)N1O, c1ccncc1. Yields the product O=C1c2ccccc2C(=O)N1OCC(F)(F)F. RXN SMILES: [CH:34]([N:35]([CH2:36][CH3:37])[CH:38]([CH3:39])[CH3:40])([CH3:41])[CH3:42].[Cl:44][CH2:45][Cl:46].[ClH:43].[F:7][C:8]([S:9]([O:10][S:11]([C:12]([F:13])([F:14])[F:15])(=[O:16])=[O:17])(=[O:18])=[O:19])([F:20])[F:21].[OH:1][CH2:2][C:3]([F:4])([F:5])[F:6].[OH:22][N:23]1[C:24](=[O:33])[c:25]2[c:26]([cH:29][cH:30][cH:31][cH:32]2)[C:27]1=[O:28].[cH:47]1[cH:48][cH:49][n:50][cH:51][cH:52]1>>[O:1]([CH2:2][C:3]([F:4])([F:5])[F:6])[N:23]1[C:24](=[O:33])[c:25]2[c:26]([cH:29][cH:30][cH:31][cH:32]2)[C:27]1=[O:28]. Starting materials: O=C([O-])O, CCOC(C)=O, NC(Cc1ccc(C(F)(F)F)cc1)C(O)c1ccc(F)c(F)c1, [Na+], O, O=C(Cl)CCc1ccccc1. The product is O=C(CCc1ccccc1)NC(Cc1ccc(C(F)(F)F)cc1)C(O)c1ccc(F)c(F)c1. RXN SMILES: [C:35](=[O:36])([O-:37])[OH:38].[CH3:40][CH2:41][O:42][C:43](=[O:44])[CH3:45].[NH2:1][CH:2]([CH:3]([OH:4])[c:5]1[cH:6][c:7]([F:12])[c:8]([F:11])[cH:9][cH:10]1)[CH2:13][c:14]1[cH:15][cH:16][c:17]([C:20]([F:21])([F:22])[F:23])[cH:18][cH:19]1.[Na+:39].[OH2:46].[c:24]1([CH2:30][CH2:31][C:32](=[O:33])[Cl:34])[cH:25][cH:26][cH:27][cH:28][cH:29]1>>[NH:1]([CH:2]([CH:3]([OH:4])[c:5]1[cH:6][c:7]([F:12])[c:8]([F:11])[cH:9][cH:10]1)[CH2:13][c:14]1[cH:15][cH:16][c:17]([C:20]([F:21])([F:22])[F:23])[cH:18][cH:19]1)[C:32]([CH2:31][CH2:30][c:24]1[cH:25][cH:26][cH:27][cH:28][cH:29]1)=[O:33].